From a dataset of the Open Reaction Database (ORD), a public repository of structured organic reaction records. describe an organic reaction: reactants, conditions, products, and yield The reactants are CCOC(=O)c1cc(-c2ccccc2)n(C)n1, CCO, Cl, [Na+], [OH-]. The product is Cn1nc(C(=O)O)cc1-c1ccccc1. RXN SMILES: [CH3:1][n:2]1[n:3][c:4]([C:13](=[O:14])[O:15][CH2:16][CH3:17])[cH:5][c:6]1-[c:7]1[cH:8][cH:9][cH:10][cH:11][cH:12]1.[CH3:21][CH2:22][OH:23].[ClH:20].[Na+:19].[OH-:18]>>[CH3:1][n:2]1[n:3][c:4]([C:13](=[O:14])[OH:15])[cH:5][c:6]1-[c:7]1[cH:8][cH:9][cH:10][cH:11][cH:12]1. Starting materials: COCOc1c(-c2ccccc2)c(C(F)(F)F)cc2ccccc12, Cl, C1COCCO1. Yields the product Oc1c(-c2ccccc2)c(C(F)(F)F)cc2ccccc12. Reaction SMILES: [CH3:1][O:2][CH2:3][O:4][c:5]1[c:6](-[c:19]2[cH:20][cH:21][cH:22][cH:23][cH:24]2)[c:7]([C:15]([F:16])([F:17])[F:18])[cH:8][c:9]2[cH:10][cH:11][cH:12][cH:13][c:14]12.[ClH:25].[O:26]1[CH2:27][CH2:28][O:29][CH2:30][CH2:31]1>>[OH:4][c:5]1[c:6](-[c:19]2[cH:20][cH:21][cH:22][cH:23][cH:24]2)[c:7]([C:15]([F:16])([F:17])[F:18])[cH:8][c:9]2[cH:10][cH:11][cH:12][cH:13][c:14]12. The reactants are C(=O)C=1N2C(SC1)=CN=C2 (3- formylimidazo[5,1-b]thiazole), C[Mg]Br.C(C)OCC (methylmagnesium bromide diethyl ether), [Cl-].[NH4+] (ammonium chloride). The solvent is C1CCOC1 (THF). Conditions: time 3.5 hour. The product is OC(C)C=1N2C(SC1)=CN=C2 (3-(1-hydroxyethyl)imidazo[5,1-b]thiazole). RXN SMILES: C[Mg]Br.[CH2:4](OCC)C.[CH:9]([C:11]1[N:12]2[CH:18]=[N:17][CH:16]=[C:13]2[S:14][CH:15]=1)=[O:10].[Cl-].[NH4+]>C1COCC1>[OH:10][CH:9]([C:11]1[N:12]2[CH:18]=[N:17][CH:16]=[C:13]2[S:14][CH:15]=1)[CH3:4] |f:0.1,3.4|. Reported procedure: Under an argon atmosphere, 1 ml of a 3.0M methylmagnesium bromide-diethyl ether solution was added dropwise to 15 ml of an anhydrous THF solution containing 304 mg of 3- formylimidazo[5,1-b]thiazole at -78° C., and the mixture was then stirred at the same temperature for 3.5 hours. Further, an aqueous ammonium chloride solution was added to the reaction solution, and the solution was then extracted three times with ethyl acetate. The organic layer was dried over anhydrous sodium sulfate and then...